Dataset: the Open Reaction Database (ORD), a public repository of structured organic reaction records. Task: describe an organic reaction: reactants, conditions, products, and yield The reactants are C(C)OC(C(C)(C)Br)=O (ethyl-2-bromo-2-methylpropanoate), C1(CCCCCCC1)NC(=S)N (N-cyclooctylthiourea). The product is C1(CCCCCCC1)NC=1SC(C(N1)=O)(C)C (2-(Cyclooctylamino)-5,5-dimethyl-1,3-thiazol-4(5H)-one). Reaction SMILES: C(O[C:4](=[O:9])[C:5](Br)([CH3:7])[CH3:6])C.[CH:10]1([NH:18][C:19]([NH2:21])=[S:20])[CH2:17][CH2:16][CH2:15][CH2:14][CH2:13][CH2:12][CH2:11]1>>[CH:10]1([NH:18][C:19]2[S:20][C:5]([CH3:6])([CH3:7])[C:4](=[O:9])[N:21]=2)[CH2:17][CH2:16][CH2:15][CH2:14][CH2:13][CH2:12][CH2:11]1. Reported procedure: Synthesis was performed from ethyl-2-bromo-2-methylpropanoate and N-cyclooctylthiourea according to Method C1. As a reaction SMILES: [Br:1][c:2]1[cH:3][c:4]2[c:5]([Cl:13])[n:6][nH:7][c:8](=[O:12])[c:9]2[cH:10][cH:11]1.[CH3:30][CH2:31][O:32][C:33]([CH3:34])=[O:35].[ClH:14].[O:15]([c:16]1[cH:17][cH:18][cH:19][cH:20][cH:21]1)[c:22]1[c:23]([CH2:24][NH2:25])[cH:26][cH:27][cH:28][cH:29]1.[O:38]=[C:39]([CH:40]=[CH:41][c:42]1[cH:43][cH:44][cH:45][cH:46][cH:47]1)[CH:48]=[CH:49][c:50]1[cH:51][cH:52][cH:53][cH:54][cH:55]1.[O:56]=[C:57]([CH:58]=[CH:59][c:60]1[cH:61][cH:62][cH:63][cH:64][cH:65]1)[CH:66]=[CH:67][c:68]1[cH:69][cH:70][cH:71][cH:72][cH:73]1.[O:74]=[C:75]([CH:76]=[CH:77][c:78]1[cH:79][cH:80][cH:81][cH:82][cH:83]1)[CH:84]=[CH:85][c:86]1[cH:87][cH:88][cH:89][cH:90][cH:91]1.[Pd:36].[Pd:37]>>[c:2]1([NH:25][CH2:24][c:23]2[c:22]([O:15][c:16]3[cH:17][cH:18][cH:19][cH:20][cH:21]3)[cH:29][cH:28][cH:27][cH:26]2)[cH:3][c:4]2[c:5]([Cl:13])[n:6][nH:7][c:8](=[O:12])[c:9]2[cH:10][cH:11]1. The product is O=c1[nH]nc(Cl)c2cc(NCc3ccccc3Oc3ccccc3)ccc12. Starting materials: O=c1[nH]nc(Cl)c2cc(Br)ccc12, CCOC(C)=O, Cl, NCc1ccccc1Oc1ccccc1, O=C(C=Cc1ccccc1)C=Cc1ccccc1, O=C(C=Cc1ccccc1)C=Cc1ccccc1, O=C(C=Cc1ccccc1)C=Cc1ccccc1, [Pd], [Pd].